Task: describe an organic reaction: reactants, conditions, products, and yield. Dataset: the Open Reaction Database (ORD), a public repository of structured organic reaction records Reactants: Brc1cccnc1, [Li]CCCC, COC1CCCCC1, CCOCC, CCCCCC. Yields the product COC1CCCCC1(O)c1cccnc1. RXN SMILES: [Br:12][c:13]1[cH:14][n:15][cH:16][cH:17][cH:18]1.[CH2:1]([Li:2])[CH2:3][CH2:4][CH3:5].[CH3:19][O:20][CH:21]1[CH2:22][CH2:23][CH2:24][CH2:25][CH2:26]1.[CH3:27][CH2:28][O:29][CH2:30][CH3:31].[CH3:6][CH2:7][CH2:8][CH2:9][CH2:10][CH3:11]>>[c:13]1([C:22]2([OH:29])[CH:21]([O:20][CH3:19])[CH2:26][CH2:25][CH2:24][CH2:23]2)[cH:14][n:15][cH:16][cH:17][cH:18]1. Starting materials: CN1CCCC1=O, CS(C)=O, CO, Cc1cc2nc(NC(=O)C3CC3c3ccccc3)cc(Cl)n2n1, CC(=O)NC1CCNCC1. Product: CC(=O)NC1CCN(c2cc(NC(=O)C3CC3c3ccccc3)nc3cc(C)nn23)CC1. As a reaction SMILES: [CH3:34][N:35]1[CH2:36][CH2:37][CH2:38][C:39]1=[O:40].[CH3:41][S:42]([CH3:43])=[O:44].[CH3:45][OH:46].[Cl:1][c:2]1[cH:3][c:4]([NH:12][C:13](=[O:14])[CH:15]2[CH:16]([c:18]3[cH:19][cH:20][cH:21][cH:22][cH:23]3)[CH2:17]2)[n:5][c:6]2[n:7]1[n:8][c:9]([CH3:11])[cH:10]2.[NH:24]1[CH2:25][CH2:26][CH:27]([NH:30][C:31]([CH3:32])=[O:33])[CH2:28][CH2:29]1>>[c:2]1([N:24]2[CH2:25][CH2:26][CH:27]([NH:30][C:31]([CH3:32])=[O:33])[CH2:28][CH2:29]2)[cH:3][c:4]([NH:12][C:13](=[O:14])[CH:15]2[CH:16]([c:18]3[cH:19][cH:20][cH:21][cH:22][cH:23]3)[CH2:17]2)[n:5][c:6]2[n:7]1[n:8][c:9]([CH3:11])[cH:10]2. As a reaction SMILES: [CH2:1]([O:8][C:9]1[CH:14]=[CH:13][C:12]([OH:15])=[CH:11][CH:10]=1)[C:2]1[CH:7]=[CH:6][CH:5]=[CH:4][CH:3]=1.C1(=O)O[CH2:19][CH2:18][O:17]1.[I-].[Na+].[CH2:24](Cl)[C:25]1[CH:30]=[CH:29][CH:28]=[CH:27][CH:26]=1.[OH-].[Na+]>S([O-])(O)(=O)=O.C([N+](CCCC)(CCCC)CCCC)CCC.C1(C)C=CC=CC=1>[CH2:24]([O:17][CH2:18][CH2:19][O:15][C:12]1[CH:11]=[CH:10][C:9]([O:8][CH2:1][C:2]2[CH:3]=[CH:4][CH:5]=[CH:6][CH:7]=2)=[CH:14][CH:13]=1)[C:25]1[CH:30]=[CH:29][CH:28]=[CH:27][CH:26]=1 |f:2.3,5.6,7.8|. Reactants: C(C1=CC=CC=C1)OC1=CC=C(C=C1)O (4-Benzyloxyphenol), C1(OCCO1)=O (ethylene carbonate), [I-].[Na+] (sodium iodide), C(C1=CC=CC=C1)Cl (benzyl chloride), [OH-].[Na+] (sodium hydroxide). The reagents and catalysts are S(=O)(=O)(O)[O-].C(CCC)[N+](CCCC)(CCCC)CCCC (tetrabutylammonium hydrogen sulfate). Conditions: temperature 155 celsius, time 5 hour. Solvent: C1(=CC=CC=C1)C (toluene). Procedure: 4-Benzyloxyphenol (60.6 g, 0.3 mole), ethylene carbonate (32.0 g, 0.36 mole) and sodium iodide (2.25 g, 0.015 mole) were placed in a 500 ml, three-necked, round-bottom flask equipped with a mechanical stirrer and a reflux condenser. The reaction mixture was stirred and heated at 155° C. After 5 hours, the reaction mixture was cooled to 110° C. and most of the lower boiling materials were removed under reduced pressure. Then, tetrabutylammonium hydrogen sulfate (4.0 g, 0.12 mole), benzyl chloride... The product is C(C1=CC=CC=C1)OCCOC1=CC=C(C=C1)OCC1=CC=CC=C1 (1-Benzyloxy-2-[4-(benzyloxy)phenoxy]ethane). The reactants are CC(C)(C)OC(=O)NC(Cc1cccc(S(=O)(=O)C(F)(F)F)c1)C(O)c1ccc(F)cc1, O=C(O)C(F)(F)F. Product: NC(Cc1cccc(S(=O)(=O)C(F)(F)F)c1)C(O)c1ccc(F)cc1. RXN SMILES: [F:1][c:2]1[cH:3][cH:4][c:5]([CH:8]([CH:9]([CH2:10][c:11]2[cH:12][c:13]([S:17](=[O:18])(=[O:19])[C:20]([F:21])([F:22])[F:23])[cH:14][cH:15][cH:16]2)[NH:24][C:25](=[O:26])[O:27][C:28]([CH3:29])([CH3:30])[CH3:31])[OH:32])[cH:6][cH:7]1.[OH:33][C:34]([C:35]([F:36])([F:37])[F:38])=[O:39]>>[F:1][c:2]1[cH:3][cH:4][c:5]([CH:8]([CH:9]([CH2:10][c:11]2[cH:12][c:13]([S:17](=[O:18])(=[O:19])[C:20]([F:21])([F:22])[F:23])[cH:14][cH:15][cH:16]2)[NH2:24])[OH:32])[cH:6][cH:7]1. Reactants: O=C([O-])O, CCO, O=C(Cl)OCc1ccccc1, NC1Cc2ccccc2CC1O, [Na+]. Product: O=C(NC1Cc2ccccc2CC1O)OCc1ccccc1. RXN SMILES: [C:13](=[O:14])([OH:15])[O-:16].[CH3:29][CH2:30][OH:31].[Cl:18][C:19](=[O:20])[O:21][CH2:22][c:23]1[cH:24][cH:25][cH:26][cH:27][cH:28]1.[NH2:1][CH:2]1[CH:3]([OH:12])[CH2:4][c:5]2[cH:6][cH:7][cH:8][cH:9][c:10]2[CH2:11]1.[Na+:17]>>[NH:1]([CH:2]1[CH:3]([OH:12])[CH2:4][c:5]2[cH:6][cH:7][cH:8][cH:9][c:10]2[CH2:11]1)[C:19](=[O:20])[O:21][CH2:22][c:23]1[cH:24][cH:25][cH:26][cH:27][cH:28]1. Reactants: N(=[N+]=[N-])C[C@H]1CCCC2=C(O1)C(=CC(=C2)F)C2=C(C=CC=C2Cl)Cl ((R)-2-(azidomethyl)-9-(2,6-dichlorophenyl)-7-fluoro-2,3,4,5-tetrahydrobenzo[b]oxepine), C1(=CC=CC=C1)P(C1=CC=CC=C1)C1=CC=CC=C1 (triphenylphosphine). Run in O1CCCC1 (tetrahydrofuran), O (water). Reaction conditions: time 2 day. Product: ClC1=C(C(=CC=C1)Cl)C=1C=C(C=C2CC[C@@H](OC12)CN)F ({[(R)-8-(2,6-dichlorophenyl)-6-fluoro-3,4-dihydro-2H-chromen-2-yl]methyl}amine). RXN SMILES: [N:1]([CH2:4][C@@H:5]1[O:11][C:10]2[C:12]([C:17]3[C:22]([Cl:23])=[CH:21][CH:20]=[CH:19][C:18]=3[Cl:24])=[CH:13][C:14]([F:16])=[CH:15][C:9]=2[CH2:8][CH2:7]C1)=[N+]=[N-].C1(P(C2C=CC=CC=2)C2C=CC=CC=2)C=CC=CC=1>O1CCCC1.O>[Cl:23][C:22]1[CH:21]=[CH:20][CH:19]=[C:18]([Cl:24])[C:17]=1[C:12]1[CH:13]=[C:14]([F:16])[CH:15]=[C:9]2[C:10]=1[O:11][C@@H:5]([CH2:4][NH2:1])[CH2:7][CH2:8]2. Procedure details: To a solution of (R)-2-(azidomethyl)-9-(2,6-dichlorophenyl)-7-fluoro-2,3,4,5-tetrahydrobenzo[b]oxepine (0.17 g, 0.46 mmol) in tetrahydrofuran (10 mL) and water (1 mL) was added polymer-bound triphenylphosphine (˜3 mmol/g, 0.46 g, 1.4 mmol) and the reaction mixture stirred at room temperature for 2 days. The brown suspension was then filtered through celite, the filter cake washed with ethyl acetate (50 mL) and the combined filtrates concentrated under vacuum. The solvent was removed under vacuum... Solvent: C(Cl)Cl (methylene chloride), CO (methanol), C(Cl)Cl (methylene chloride). The product is NC=1C(=NC(=NC1)NCCS(=O)CC)O (5-Amino-2-(2'-ethylsulfinyl-ethylamino)-4-hydroxy-pyrimidine). Conditions: temperature 0 celsius, time 8 hour. Reported procedure: 3.2 gm of 5-amino-2-(2'-ethylmercapto-ethylamino)4-hydroxy-pyrimidine (0.015 mol) were dissolved in a mixture of 60 ml of absolute methanol and 60 ml of absolute methylene chloride. The solution was admixed with a solution of 2.89 gm (0.015 mol) of m-chloro-perbenzoic acid in 50 ml of methylene chloride at -15° C. After stirring for 8 hours at 0° C., the mixture was evaporated in vacuo to nearly dryness and was fractionated on a silicagel column with a methylene chloride/methanol mixture of at f... Reactants: ClC1=CC(=CC=C1)C(=O)OO (m-chloro-perbenzoic acid), NC=1C(=NC(=NC1)NCCSCC)O (5-amino-2-(2'-ethylmercapto-ethylamino)4-hydroxy-pyrimidine). Reaction SMILES: [NH2:1][C:2]1[C:3]([OH:14])=[N:4][C:5]([NH:8][CH2:9][CH2:10][S:11][CH2:12][CH3:13])=[N:6][CH:7]=1.ClC1C=CC=C(C(OO)=[O:23])C=1>CO.C(Cl)Cl>[NH2:1][C:2]1[C:3]([OH:14])=[N:4][C:5]([NH:8][CH2:9][CH2:10][S:11]([CH2:12][CH3:13])=[O:23])=[N:6][CH:7]=1. The yield is 41.1%. Starting materials: OC1C2=C(OCC3=C1C=CC=C3)C=CC(=C2)C(=O)OC (Methyl 11-hydroxy-6,11-dihydrodibenz[b,e]oxepin-2-carboxylate), O.O.C1(=CC=CC=C1)S(=O)[O-].[Na+] (sodium benzenesulfinate dihydrate), FC(C(=O)OC(C(F)(F)F)=O)(F)F (trifluoroacetic anhydride). The product is C1(=CC=CC=C1)S(=O)(=O)C1C2=C(OCC3=C1C=CC=C3)C=CC(=C2)C(=O)OC (Methyl 11-phenylsulfonyl-6,11-dihydrodibenz[b,e]oxepin-2-carboxylate). Reaction SMILES: O[CH:2]1[C:8]2[CH:9]=[CH:10][CH:11]=[CH:12][C:7]=2[CH2:6][O:5][C:4]2[CH:13]=[CH:14][C:15]([C:17]([O:19][CH3:20])=[O:18])=[CH:16][C:3]1=2.O.O.[C:23]1([S:29]([O-:31])=[O:30])[CH:28]=[CH:27][CH:26]=[CH:25][CH:24]=1.[Na+].FC(F)(F)C(OC(=O)C(F)(F)F)=O>>[C:23]1([S:29]([CH:2]2[C:8]3[CH:9]=[CH:10][CH:11]=[CH:12][C:7]=3[CH2:6][O:5][C:4]3[CH:13]=[CH:14][C:15]([C:17]([O:19][CH3:20])=[O:18])=[CH:16][C:3]2=3)(=[O:31])=[O:30])[CH:28]=[CH:27][CH:26]=[CH:25][CH:24]=1 |f:1.2.3.4|. Reported procedure: Compound b, 10 g, 15 g of sodium benzenesulfinate dihydrate and 25 ml of trifluoroacetic anhydride were treated in a manner similar to Example 109 to give 14.3 g of the objective compound.